Dataset: the Open Reaction Database (ORD), a public repository of structured organic reaction records. Task: describe an organic reaction: reactants, conditions, products, and yield The reactants are Br (hydrobromic acid), COC1=C2C=CC=C(C2=CC=C1)N1CCCC1 (5-Methoxy-1-pyrrolidinyl-naphthalene), O (water). Solvent: C(C)(=O)O (acetic acid). The product is OC1=C2C=CC=C(C2=CC=C1)N1CCCC1 (5-Hydroxy-1-pyrrolidinyl-naphthalene). RXN SMILES: C[O:2][C:3]1[CH:12]=[CH:11][CH:10]=[C:9]2[C:4]=1[CH:5]=[CH:6][CH:7]=[C:8]2[N:13]1[CH2:17][CH2:16][CH2:15][CH2:14]1.Br.O>C(O)(=O)C>[OH:2][C:3]1[CH:12]=[CH:11][CH:10]=[C:9]2[C:4]=1[CH:5]=[CH:6][CH:7]=[C:8]2[N:13]1[CH2:17][CH2:16][CH2:15][CH2:14]1. Procedure details: 5-Methoxy-1-pyrrolidinyl-naphthalene (90 g) is dissolved in glacial acetic acid (1 liter). 48% hydrobromic acid is added to the solution and the resulting reaction mixture heated to reflux for 3 hours. The reaction mixture is poured into water and crushed ice and the solution made alkaline to pH 8 to 9. The aqueous mixture is extracted with methylene chloride. The methylene chloride extract is back-extracted with 2% KOH solution and the combined basic layers made acidic by the addition of aqueou... Reactants: C(C)C=1OC2=C(C1)C(=CC(=C2)C(=O)OCC)OC2=CC=C(C=C2)S(=O)(=O)C (ethyl 2-ethyl-4-[4-(methylsulfonyl)phenoxy]-1-benzofuran-6-carboxylate), [OH-].[K+] (KOH), petroleum ether EtOAc. Run in CO (MeOH), O (water). Product: C(C)C=1OC2=C(C1)C(=CC(=C2)C(=O)O)OC2=CC=C(C=C2)S(=O)(=O)C (2-Ethyl-4-[4-(methylsulfonyl)phenoxy]-1-benzofuran-6-carboxylic acid). Yield: 92.5%. As a reaction SMILES: [CH2:1]([C:3]1[O:4][C:5]2[CH:11]=[C:10]([C:12]([O:14]CC)=[O:13])[CH:9]=[C:8]([O:17][C:18]3[CH:23]=[CH:22][C:21]([S:24]([CH3:27])(=[O:26])=[O:25])=[CH:20][CH:19]=3)[C:6]=2[CH:7]=1)[CH3:2].[OH-].[K+]>CO.O>[CH2:1]([C:3]1[O:4][C:5]2[CH:11]=[C:10]([C:12]([OH:14])=[O:13])[CH:9]=[C:8]([O:17][C:18]3[CH:23]=[CH:22][C:21]([S:24]([CH3:27])(=[O:26])=[O:25])=[CH:20][CH:19]=3)[C:6]=2[CH:7]=1)[CH3:2] |f:1.2|. Procedure: A mixture of ethyl 2-ethyl-4-[4-(methylsulfonyl)phenoxy]-1-benzofuran-6-carboxylate (0.80 g, 2.1 mmol) and KOH (0.35 g, 6.3 mmol) in MeOH (40 mL) and water (4 mL) was heated to reflux overnight. The reaction was monitored by TLC (petroleum ether/EtOAc 4:1). The reaction mixture was concentrated to dryness and poured into water (50 mL). The aqueous layer was acidified to pH˜2 with concentrated HCl (4 mL) and extracted with EtOAc (50 mL×3). The organic layer was washed with brine (50 mL×2), dried ... Starting materials: C(#N)C1=CN(C=2N=C(N=C(C21)O[C@@H]2C[C@H](C2)NC(C=C)=O)NC=2C=NN(C2)C)COCC[Si](C)(C)C (trans N-{3-[(5-cyano-2-[(1-methyl-1H-pyrazol-4-yl)amino]-7-{[2-(trimethylsilyl)ethoxy]methyl}-7H-pyrrolo[2,3-d]pyrimidin-4-yl)oxy]cyclobutyl}prop-2-enamide), C(=O)(C(F)(F)F)O (TFA), O (Water). The solvent is C(Cl)Cl (DCM). Run at time 5 hour. The product is C(#N)C1=CNC=2N=C(N=C(C21)OC2CC(C2)NC(C=C)=O)NC=2C=NN(C2)C (N-[3-({5-cyano-2-[(1-methyl-1H-pyrazol-4-yl)amino]-7H-pyrrolo[2,3-d]pyrimidin-4-yl}oxy)cyclobutyl]prop-2-enamide). The yield is 80.0%. RXN SMILES: [C:1]([C:3]1[C:11]2[C:10]([O:12][C@H:13]3[CH2:16][C@H:15]([NH:17][C:18](=[O:21])[CH:19]=[CH2:20])[CH2:14]3)=[N:9][C:8]([NH:22][C:23]3[CH:24]=[N:25][N:26]([CH3:28])[CH:27]=3)=[N:7][C:6]=2[N:5](COCC[Si](C)(C)C)[CH:4]=1)#[N:2].C(O)(C(F)(F)F)=O.O>C(Cl)Cl>[C:1]([C:3]1[C:11]2[C:10]([O:12][CH:13]3[CH2:16][CH:15]([NH:17][C:18](=[O:21])[CH:19]=[CH2:20])[CH2:14]3)=[N:9][C:8]([NH:22][C:23]3[CH:24]=[N:25][N:26]([CH3:28])[CH:27]=3)=[N:7][C:6]=2[NH:5][CH:4]=1)#[N:2]. Procedure: To a solution of a 1:1 isomeric mixture of cis:trans N-{3-[(5-cyano-2-[(1-methyl-1H-pyrazol-4-yl)amino]-7-{[2-(trimethylsilyl)ethoxy]methyl}-7H-pyrrolo[2,3-d]pyrimidin-4-yl)oxy]cyclobutyl}prop-2-enamide in DCM (10 mL) was added TFA (1.9 mL). The solution was stirred at rt for 5 hrs and the solvents were removed. EtOH (20 mL), water (5 mL), and K2CO3 (424 mg) were added and the reaction mixture was stirred at rt for 30 min. The volatiles were removed to give a pale yellow solid. Water (20 mL) was... Starting materials: CC(=O)OI1(C=2C=CC=CC2C(=O)O1)(OC(=O)C)OC(=O)C (Dess-Martin), COC(C1=C(N=C(C=C1NC(CC)CO)C)OC1=C(C=C(C=C1C)Cl)C)=O (2-(4-chloro-2,6-dimethyl-phenoxy)-4-(1-hydroxymethyl-propylamino)-6-methyl-nicotinic acid methyl ester). Product: COC(C1=C(N=C(C=C1NC(CC)C=O)C)OC1=C(C=C(C=C1C)Cl)C)=O (2-(4-Chloro-2,6-dimethyl-phenoxy)-4-(1-formyl-propylamino)-6-methyl-nicotinic acid methyl ester). Reaction SMILES: CC(OI1(OC(C)=O)(OC(C)=O)OC(=O)C2C=CC=CC1=2)=O.[CH3:23][O:24][C:25](=[O:49])[C:26]1[C:31]([NH:32][CH:33]([CH2:36][OH:37])[CH2:34][CH3:35])=[CH:30][C:29]([CH3:38])=[N:28][C:27]=1[O:39][C:40]1[C:45]([CH3:46])=[CH:44][C:43]([Cl:47])=[CH:42][C:41]=1[CH3:48]>>[CH3:23][O:24][C:25](=[O:49])[C:26]1[C:31]([NH:32][CH:33]([CH:36]=[O:37])[CH2:34][CH3:35])=[CH:30][C:29]([CH3:38])=[N:28][C:27]=1[O:39][C:40]1[C:41]([CH3:48])=[CH:42][C:43]([Cl:47])=[CH:44][C:45]=1[CH3:46]. Procedure: The title compound was prepared by Dess-Martin oxidation of 2-(4-chloro-2,6-dimethyl-phenoxy)-4-(1-hydroxymethyl-propylamino)-6-methyl-nicotinic acid methyl ester. The title compound was obtained after column chromatography. 1H MNR (CDCl3) 9.54(d, 1H), 8.56(d, 1H), 7.01(s, 2H), 5.93(s, 1H), 3.92(m, 1H), 3.89(s, 3H), 2.08(s, 3H), 2.05(s, 6H), 1.05(t, 3H) ppm. The reactants are [Br-], O=C(O)C(=O)O, CCCC[N+](CCCC)(CCCC)CCCC, Cc1ccccc1, ClCCCN1CC(OC(c2ccccc2)(c2ccccc2)c2ccccc2)C1, [Na+], [OH-], O, OCCc1ccc2sccc2c1. Yields the product c1ccc(C(OC2CN(CCCOCCc3ccc4sccc4c3)C2)(c2ccccc2)c2ccccc2)cc1. Reaction SMILES: [Br-:57].[C:15]([OH:16])(=[O:17])[C:18]([OH:19])=[O:20].[CH2:58]([N+:59]([CH2:60][CH2:61][CH2:62][CH3:63])([CH2:64][CH2:65][CH2:66][CH3:67])[CH2:68][CH2:69][CH2:70][CH3:71])[CH2:72][CH2:73][CH3:74].[CH3:50][c:51]1[cH:52][cH:53][cH:54][cH:55][cH:56]1.[Cl:21][CH2:22][CH2:23][CH2:24][N:25]1[CH2:26][CH:27]([O:29][C:30]([c:31]2[cH:32][cH:33][cH:34][cH:35][cH:36]2)([c:37]2[cH:38][cH:39][cH:40][cH:41][cH:42]2)[c:43]2[cH:44][cH:45][cH:46][cH:47][cH:48]2)[CH2:28]1.[Na+:2].[OH-:1].[OH2:49].[s:3]1[cH:4][cH:5][c:6]2[c:7]1[cH:8][cH:9][c:10]([CH2:12][CH2:13][OH:14])[cH:11]2>>[s:3]1[cH:4][cH:5][c:6]2[c:7]1[cH:8][cH:9][c:10]([CH2:12][CH2:13][O:14][CH2:22][CH2:23][CH2:24][N:25]1[CH2:26][CH:27]([O:29][C:30]([c:31]3[cH:32][cH:33][cH:34][cH:35][cH:36]3)([c:37]3[cH:38][cH:39][cH:40][cH:41][cH:42]3)[c:43]3[cH:44][cH:45][cH:46][cH:47][cH:48]3)[CH2:28]1)[cH:11]2. Starting materials: CC(C)(C)OC(=O)NCCCC(C(=O)NCCC(CO)NC(=O)OC(C)(C)C)N(Cc1ccccc1)C(=O)[O-], CCO. Yields the product CC(C)(C)OC(=O)NCCCC(N)C(=O)NCCC(CO)NC(=O)OC(C)(C)C. RXN SMILES: [CH2:1]([c:5]1[cH:6][cH:7][cH:9][cH:10][cH:11]1)[N:8]([C:2](=[O:3])[O-:4])[CH:12]([CH2:13][CH2:14][CH2:15][NH:16][C:17](=[O:18])[O:19][C:20]([CH3:21])([CH3:22])[CH3:23])[C:24](=[O:25])[NH:26][CH2:27][CH2:28][CH:29]([CH2:30][OH:31])[NH:32][C:33](=[O:34])[O:35][C:36]([CH3:37])([CH3:38])[CH3:39].[CH3:40][CH2:41][OH:42]>>[NH2:8][CH:12]([CH2:13][CH2:14][CH2:15][NH:16][C:17](=[O:18])[O:19][C:20]([CH3:21])([CH3:22])[CH3:23])[C:24](=[O:25])[NH:26][CH2:27][CH2:28][CH:29]([CH2:30][OH:31])[NH:32][C:33](=[O:34])[O:35][C:36]([CH3:37])([CH3:38])[CH3:39]. Starting materials: COC(CCON(CC1=CC=CC=C1)CC1=CC=CC=C1)=O (Methyl-3-[N,N-dibenzylaminoxy]propanoate), C[Si]([O-])(C)C.[K+] (potassium trimethylsilanolate). Solvent: C1(=CC=CC=C1)C (toluene). Reaction conditions: time 12 hour. Product: [K+].C(C1=CC=CC=C1)N(OCCC(=O)[O-])CC1=CC=CC=C1 (3-[N,N-Dibenzylaminoxy]-propanoic acid potassium salt). Reaction SMILES: C[O:2][C:3](=[O:22])[CH2:4][CH2:5][O:6][N:7]([CH2:15][C:16]1[CH:21]=[CH:20][CH:19]=[CH:18][CH:17]=1)[CH2:8][C:9]1[CH:14]=[CH:13][CH:12]=[CH:11][CH:10]=1.C[Si](C)(C)[O-].[K+:28]>C1(C)C=CC=CC=1>[K+:28].[CH2:15]([N:7]([CH2:8][C:9]1[CH:14]=[CH:13][CH:12]=[CH:11][CH:10]=1)[O:6][CH2:5][CH2:4][C:3]([O-:22])=[O:2])[C:16]1[CH:17]=[CH:18][CH:19]=[CH:20][CH:21]=1 |f:1.2,4.5|. Reported procedure: To a stirred solution of 9.75 g of the compound of Example I in 100 ml of toluene is added 3.85 g of potassium trimethylsilanolate. After stirring the mixture at room temperature for 12 hours, the mixture is concentrated under reduced pressure and the residue is triturated with ether to leave the title compound as an off-white hygroscopic solid. The reactants are BrC=1C=C(C=C(C1)Br)[Si](C1=CC=CC=C1)(C1=CC=CC=C1)C1=CC=CC=C1 ((3,5-dibromophenyl)triphenylsilane), C1=CC=C(C=2OC3=C(C21)C=CC=C3)B(O)O (dibenzo[b,d]furan-4-ylboronic acid), C([O-])([O-])=O.[K+].[K+] (potassium carbonate). Reagents/catalysts: C=1C=CC(=CC1)[P](C=2C=CC=CC2)(C=3C=CC=CC3)[Pd]([P](C=4C=CC=CC4)(C=5C=CC=CC5)C=6C=CC=CC6)([P](C=7C=CC=CC7)(C=8C=CC=CC8)C=9C=CC=CC9)[P](C=1C=CC=CC1)(C=1C=CC=CC1)C=1C=CC=CC1 (Pd(PPh3)4). Run in C1(=CC=CC=C1)C (toluene), O (water). Yields the product BrC=1C=C(C=C(C1)C1=CC=CC2=C1OC1=C2C=CC=C1)[Si](C1=CC=CC=C1)(C1=CC=CC=C1)C1=CC=CC=C1 ((3-bromo-5-(dibenzo[b,d]furan-4-yl)phenyl)triphenylsilane). Isolated yield 63.8%. As a reaction SMILES: [Br:1][C:2]1[CH:3]=[C:4]([Si:9]([C:22]2[CH:27]=[CH:26][CH:25]=[CH:24][CH:23]=2)([C:16]2[CH:21]=[CH:20][CH:19]=[CH:18][CH:17]=2)[C:10]2[CH:15]=[CH:14][CH:13]=[CH:12][CH:11]=2)[CH:5]=[C:6](Br)[CH:7]=1.[CH:28]1[C:36]2[C:35]3[CH:37]=[CH:38][CH:39]=[CH:40][C:34]=3[O:33][C:32]=2[C:31](B(O)O)=[CH:30][CH:29]=1.C(=O)([O-])[O-].[K+].[K+]>C1(C)C=CC=CC=1.O.C1C=CC([P]([Pd]([P](C2C=CC=CC=2)(C2C=CC=CC=2)C2C=CC=CC=2)([P](C2C=CC=CC=2)(C2C=CC=CC=2)C2C=CC=CC=2)[P](C2C=CC=CC=2)(C2C=CC=CC=2)C2C=CC=CC=2)(C2C=CC=CC=2)C2C=CC=CC=2)=CC=1>[Br:1][C:2]1[CH:3]=[C:4]([Si:9]([C:10]2[CH:15]=[CH:14][CH:13]=[CH:12][CH:11]=2)([C:16]2[CH:17]=[CH:18][CH:19]=[CH:20][CH:21]=2)[C:22]2[CH:23]=[CH:24][CH:25]=[CH:26][CH:27]=2)[CH:5]=[C:6]([C:40]2[C:34]3[O:33][C:32]4[CH:31]=[CH:30][CH:29]=[CH:28][C:36]=4[C:35]=3[CH:37]=[CH:38][CH:39]=2)[CH:7]=1 |f:2.3.4,^1:61,63,82,101|. Procedure: A solution of (3,5-dibromophenyl)triphenylsilane (4.66 g, 9.43 mmol), dibenzo[b,d]furan-4-ylboronic acid (1.00 g, 4.72 mmol), Pd(PPh3)4 (0.109 g, 0.094 mmol) and potassium carbonate (1.304 g, 9.43 mmol) in toluene (150 mL) and water (25 mL) was refluxed under nitrogen overnight. The organic phase was isolated, filtered and evaporated. The residue was purified by column chromatography on silica gel with hexane/DCM (4/1, v/v) as eluent to yield (3-bromo-5-(dibenzo[b,d]furan-4-yl)phenyl)triphenylsi... The reactants are Cc1oc(-c2ccccc2)nc1COc1ccc(COc2ncccc2C#N)cc1, CC(C)C[Al+]CC(C)C, Cc1ccccc1, CCOC(C)=O, CCCCCC, [Cl-], [H-], [NH4+]. Yields the product Cc1oc(-c2ccccc2)nc1COc1ccc(COc2ncccc2C=O)cc1. RXN SMILES: [C:1](#[N:2])[c:3]1[c:4]([O:9][CH2:10][c:11]2[cH:12][cH:13][c:14]([O:17][CH2:18][c:19]3[n:20][c:21](-[c:25]4[cH:26][cH:27][cH:28][cH:29][cH:30]4)[o:22][c:23]3[CH3:24])[cH:15][cH:16]2)[n:5][cH:6][cH:7][cH:8]1.[CH2:39]([Al+:40][CH2:41][CH:42]([CH3:43])[CH3:44])[CH:45]([CH3:46])[CH3:47].[CH3:31][c:32]1[cH:33][cH:34][cH:35][cH:36][cH:37]1.[CH3:50][CH2:51][O:52][C:53](=[O:54])[CH3:55].[CH3:56][CH2:57][CH2:58][CH2:59][CH2:60][CH3:61].[Cl-:48].[H-:38].[NH4+:49]>>[CH:1]([c:3]1[c:4]([O:9][CH2:10][c:11]2[cH:12][cH:13][c:14]([O:17][CH2:18][c:19]3[n:20][c:21](-[c:25]4[cH:26][cH:27][cH:28][cH:29][cH:30]4)[o:22][c:23]3[CH3:24])[cH:15][cH:16]2)[n:5][cH:6][cH:7][cH:8]1)=[O:52]. Product: N1=CC=CC2=CC=CC=C12 (quinoline). Run in OCC(O)CO (glycerin). Reported procedure: To a mixture of 2,5-dimethylaniline (20.73 g), glycerin (54.81 g) and arsenic pentoxide hydrate (As2 O5.xH2O) (Aldrich, 54% As, 35.06 g) under argon and in a 1 L 3-neck round bottom flask equipped with a mechanical stirrer is carefully added sulfuric acid (51.6 g). The resulting hot solution is then heated at 140°-150° C. for 4 hours. The reaction mixture is then cooled to room temperature and slowly basified to pH=10 by the addition of ammonium hydroxide solution (28-30%). After a period of abo... RXN SMILES: [CH3:1][C:2]1[CH:8]=[CH:7][C:6](C)=[CH:5][C:3]=1[NH2:4].O.O=[As](O[As](=O)=O)=O.S(=O)(=O)(O)O.[OH-].[NH4+].[C:25](O)(=O)[CH3:26]>OCC(CO)O>[N:4]1[C:3]2[C:2](=[CH:8][CH:7]=[CH:6][CH:5]=2)[CH:1]=[CH:26][CH:25]=1 |f:1.2,4.5|. Starting materials: [OH-].[NH4+] (ammonium hydroxide), C(C)(=O)O (acetic acid), CC1=C(N)C=C(C=C1)C (2,5-dimethylaniline), O.O=[As](=O)O[As](=O)=O (arsenic pentoxide hydrate), S(O)(O)(=O)=O (sulfuric acid).